From a dataset of the Open Reaction Database (ORD), a public repository of structured organic reaction records. describe an organic reaction: reactants, conditions, products, and yield The reactants are COC1=CC2=C(N3C(S2)=C(C=NC3=O)C(=O)O)C=C1 (7-Methoxy-1-oxo-1H-pyrimido[6,1-b]benzthiazole-4-carboxylic acid), N,N'-carbonyldiimidazole, O.NC1=NN=NN1 (5-aminotetrazole monohydrate). Run in CN(C=O)C (dimethylformamide). Reaction conditions: temperature 100 celsius, time 1 hour. The product is N1N=NN=C1NC(=O)C=1C=NC(N2C1SC1=C2C=CC(=C1)OC)=O (N-(5-Tetrazolyl)-7-methoxy-1-oxo-1H-pyrimido[6,1-b]benzthiazole-4-carboxamide). Reaction SMILES: [CH3:1][O:2][C:3]1[CH:19]=[CH:18][C:6]2[N:7]3[C:13](=[O:14])[N:12]=[CH:11][C:10]([C:15]([OH:17])=O)=[C:8]3[S:9][C:5]=2[CH:4]=1.O.[NH2:21][C:22]1[NH:26][N:25]=[N:24][N:23]=1>CN(C)C=O>[NH:23]1[C:22]([NH:21][C:15]([C:10]2[CH:11]=[N:12][C:13](=[O:14])[N:7]3[C:6]4[CH:18]=[CH:19][C:3]([O:2][CH3:1])=[CH:4][C:5]=4[S:9][C:8]=23)=[O:17])=[N:26][N:25]=[N:24]1 |f:1.2|. Procedure: 5.52 g. 7-Methoxy-1-oxo-1H-pyrimido[6,1-b]benzthiazole-4-carboxylic acid (prepared according to Example 1) in 150 ml. dimethylformamide are mixed with 7.14 g. N,N'-carbonyldiimidazole. The reaction mixture is subsequently stirred for 90 minutes at 100° C. and for 1 hour at ambient temperature, then mixed with 2.26 g. 5-aminotetrazole monohydrate and again heated for 3 hours at 100° C. The solvent is substantially removed in vacuo and the residue stirred with water. The precipitate consists of 5.... Reactants: NC1=NC=C(C=C1)Cl (2-amino-5-chloropyridine), BrCC(=O)C1=CC(=C(C=C1)C(F)(F)F)[N+](=O)[O-] (2-bromo-1-[3-nitro-4-(trifluoromethyl)phenyl]ethanone). Run in C(C)#N (acetonitrile). Yields the product ClC=1C=CC=2N(C1)C=C(N2)C2=CC(=C(C=C2)C(F)(F)F)[N+](=O)[O-] (6-chloro-2-[3-nitro-4-(trifluoromethyl)phenyl]imidazo[1,2-a]pyridine). The yield is 96.6%. As a reaction SMILES: [NH2:1][C:2]1[CH:7]=[CH:6][C:5]([Cl:8])=[CH:4][N:3]=1.Br[CH2:10][C:11]([C:13]1[CH:18]=[CH:17][C:16]([C:19]([F:22])([F:21])[F:20])=[C:15]([N+:23]([O-:25])=[O:24])[CH:14]=1)=O>C(#N)C>[Cl:8][C:5]1[CH:6]=[CH:7][C:2]2[N:3]([CH:10]=[C:11]([C:13]3[CH:18]=[CH:17][C:16]([C:19]([F:22])([F:21])[F:20])=[C:15]([N+:23]([O-:25])=[O:24])[CH:14]=3)[N:1]=2)[CH:4]=1. Procedure: A solution of 2-amino-5-chloropyridine (0.064 g, 0.5 mmol) and 2-bromo-1-[3-nitro-4-(trifluoromethyl)phenyl]ethanone (0.156 g, 0.5 mmol) in acetonitrile (3 ml) is stirred at 100° C. for 18 hr. The mixture is concentrated and purified on silica (0 to 100% EtOAc in hexanes) to give the title compound (165 mg, 97% yield). LCMS m/z=342.3 [M+H]+, tR=2.86 min. Reactants: C(C1=CC=CC=C1)N1CCOC2=C(C1=O)C=CC(=N2)F (4-benzyl-8-fluoro-3,4-dihydropyrido[3,2-f][1,4]oxazepin-5(2H)-one), ClC=1C=C(C=CC1)O (3-chlorophenol), C([O-])([O-])=O.[K+].[K+] (potassium carbonate), CN(C)C=O (DMF). Solvent: O (water). Reaction conditions: temperature 100 celsius, time 16 hour. The product is C(C1=CC=CC=C1)N1CCOC2=C(C1=O)C=CC(=N2)OC2=CC(=CC=C2)Cl (4-benzyl-8-(3-chlorophenoxy)-3,4-dihydropyrido[3,2-f][1,4]oxazepin-5(2H)-one). Yield: 83.0%. RXN SMILES: [CH2:1]([N:8]1[C:14](=[O:15])[C:13]2[CH:16]=[CH:17][C:18](F)=[N:19][C:12]=2[O:11][CH2:10][CH2:9]1)[C:2]1[CH:7]=[CH:6][CH:5]=[CH:4][CH:3]=1.[Cl:21][C:22]1[CH:23]=[C:24]([OH:28])[CH:25]=[CH:26][CH:27]=1.C(=O)([O-])[O-].[K+].[K+].CN(C=O)C>O>[CH2:1]([N:8]1[C:14](=[O:15])[C:13]2[CH:16]=[CH:17][C:18]([O:28][C:24]3[CH:25]=[CH:26][CH:27]=[C:22]([Cl:21])[CH:23]=3)=[N:19][C:12]=2[O:11][CH2:10][CH2:9]1)[C:2]1[CH:7]=[CH:6][CH:5]=[CH:4][CH:3]=1 |f:2.3.4|. Procedure details: A mixture of the compound obtained in Example 28, step 1 (0.50 g), 3-chlorophenol (0.23 mL), potassium carbonate (0.76 g) and DMF (10 mL) was stirred at 100° C. for 16 hr. The reaction solution was poured into water, and the resulting product was extracted with ethyl acetate. The organic layer was washed with water and saturated brine and dried, and the solvent was evaporated under reduced pressure. The residue was purified by silica gel column chromatography (solvent gradient; 0→40% ethyl aceta... Reactants: B, COC(=O)c1ccc2oc(C)c(C(=O)c3ccc(Cl)cc3Cl)c2c1, C1CCOC1, C1CCOC1. As a reaction SMILES: [BH3:30].[Cl:1][c:2]1[c:3]([C:4](=[O:5])[c:6]2[c:7]3[c:8]([o:9][c:10]2[CH3:11])[cH:12][cH:13][c:14]([C:16](=[O:17])[O:18][CH3:19])[cH:15]3)[cH:20][cH:21][c:22]([Cl:24])[cH:23]1.[O:25]1[CH2:26][CH2:27][CH2:28][CH2:29]1.[O:31]1[CH2:32][CH2:33][CH2:34][CH2:35]1>>[Cl:1][c:2]1[c:3]([CH:4]([OH:5])[c:6]2[c:7]3[c:8]([o:9][c:10]2[CH3:11])[cH:12][cH:13][c:14]([C:16](=[O:17])[O:18][CH3:19])[cH:15]3)[cH:20][cH:21][c:22]([Cl:24])[cH:23]1. Product: COC(=O)c1ccc2oc(C)c(C(O)c3ccc(Cl)cc3Cl)c2c1. Reactants: CC(C)(C)OC(=O)N1CCCN(COCc2ccccc2)C(=O)C1, ClCOCc1ccccc1. The product is C=C1C(=O)N(COCc2ccccc2)CCCN1C(=O)OC(C)(C)C. RXN SMILES: [CH2:1]([c:2]1[cH:3][cH:4][cH:5][cH:6][cH:7]1)[O:8][CH2:9][N:10]1[C:11](=[O:24])[CH2:12][N:13]([C:17](=[O:18])[O:19][C:20]([CH3:21])([CH3:22])[CH3:23])[CH2:14][CH2:15][CH2:16]1.[Cl:25][CH2:26][O:27][CH2:28][c:29]1[cH:30][cH:31][cH:32][cH:33][cH:34]1>>[CH2:1]([c:2]1[cH:3][cH:4][cH:5][cH:6][cH:7]1)[O:8][CH2:9][N:10]1[C:11](=[O:24])[C:12](=[CH2:26])[N:13]([C:17](=[O:18])[O:19][C:20]([CH3:21])([CH3:22])[CH3:23])[CH2:14][CH2:15][CH2:16]1. Reactants: C(C)(C)(C)NC1=CC=CC=C1 (t-butylaniline), C(C)(C)N(CC)C(C)C (diisopropylethylamine), C(C)(C)(C)C1=CC=C(C=C1)NC=1C2=C(N=C(N1)Cl)N=C(C=C2)C2=C(C=CC=C2)C(F)(F)F ((4-tert-Butyl-phenyl)-[2-chloro-7-(2-trifluoromethyl-phenyl)-pyrido[2,3-d]pyrimidin-4-yl]-amine). Solvent: C(C)#N (acetonitrile). Conditions: temperature 80 celsius. The product is C(C)(C)(C)C1=CC=C(C=C1)NC=1C2=C(N=C(N1)Cl)N=C(C=C2)C2=C(C=CC=C2)C(F)(F)F.NC2=CC=CC=C2 (monoaniline (4-tert-Butyl-phenyl)-[2-chloro-7-(2-trifluoromethyl-phenyl)-pyrido[2,3-d]pyrimidin-4-yl]-amine). Reaction SMILES: C(N(C(C)C)CC)(C)C.C([NH:14][C:15]1[CH:20]=[CH:19][CH:18]=[CH:17][CH:16]=1)(C)(C)C.[C:21]([C:25]1[CH:30]=[CH:29][C:28]([NH:31][C:32]2[C:33]3[CH:42]=[CH:41][C:40]([C:43]4[CH:48]=[CH:47][CH:46]=[CH:45][C:44]=4[C:49]([F:52])([F:51])[F:50])=[N:39][C:34]=3[N:35]=[C:36]([Cl:38])[N:37]=2)=[CH:27][CH:26]=1)([CH3:24])([CH3:23])[CH3:22]>C(#N)C>[C:21]([C:25]1[CH:26]=[CH:27][C:28]([NH:31][C:32]2[C:33]3[CH:42]=[CH:41][C:40]([C:43]4[CH:48]=[CH:47][CH:46]=[CH:45][C:44]=4[C:49]([F:52])([F:51])[F:50])=[N:39][C:34]=3[N:35]=[C:36]([Cl:38])[N:37]=2)=[CH:29][CH:30]=1)([CH3:24])([CH3:22])[CH3:23].[NH2:14][C:15]1[CH:20]=[CH:19][CH:18]=[CH:17][CH:16]=1 |f:4.5|. Procedure: To a mixture of diisopropylethylamine (260 mg, 2.0 mmol) in acetonitrile (5 mL), add t-butylaniline (124 mg, 1.0 mmol) followed by (4-tert-Butyl-phenyl)-[2-chloro-7-(2-trifluoromethyl-phenyl)-pyrido[2,3-d]pyrimidin-4-yl]-amine (310 mg, 1.0 mmol). Heat the mixture to 80° C. for six hours. Evaporate the solvent, and partition between 1M NaOH and EtOAc. Dry the solvent (Na2SO4) and evaporate. Purify by silica gel chromatography (1:1 hexanes/EtOAc to furnish the monoaniline (4-tert-Butyl-phenyl)-[2-... The reactants are Cc1ccccc1, O=C(O)c1cc2cc(F)ccc2n1Cc1cccc(F)c1, N, O=S(Cl)Cl. The product is NC(=O)c1cc2cc(F)ccc2n1Cc1cccc(F)c1. Reaction SMILES: [CH3:27][c:28]1[cH:29][cH:30][cH:31][cH:32][cH:33]1.[F:1][c:2]1[cH:3][c:4]2[cH:5][c:6]([C:19](=[O:20])[OH:21])[n:7]([CH2:11][c:12]3[cH:13][c:14]([F:18])[cH:15][cH:16][cH:17]3)[c:8]2[cH:9][cH:10]1.[NH3:26].[S:22]([Cl:23])([Cl:24])=[O:25]>>[F:1][c:2]1[cH:3][c:4]2[cH:5][c:6]([C:19](=[O:21])[NH2:26])[n:7]([CH2:11][c:12]3[cH:13][c:14]([F:18])[cH:15][cH:16][cH:17]3)[c:8]2[cH:9][cH:10]1. Procedure details: Substituting 17β,19-dihydroxy-1α,17α-dimethyl-4-androsten- 3-one, 19-hydroxy-1α-methyl-4-androstene-3,17-dione, 17β,19-dihydroxy-1α,7α-dimethyl-4-androsten-3-one and 17β,19-dihydroxy-1α,6α,17α-trimethyl-4-androsten-3-one for the 17β,19-dihydroxy-1α-methyl-4-androsten-3-one above results in the preparation of 17β-hydroxy-1α,17α-dimethyl-4-androstene-3,19-dione, 1α- methyl-4-androstene-3,17,19-trione, 1α,7α-dimethyl-4-androstene-3,17,19-trione and 17β-hydroxy-1α,6α,17α-trimethyl-4-androstene-3,19-... The reactants are OC[C@]12[C@H](CC(C=C1CC[C@H]1[C@@H]3CCC([C@@]3(C)CC[C@H]21)=O)=O)C (19-hydroxy-1α-methyl-4-androstene-3,17-dione), O[C@@H]1[C@]2(C)[C@@H](CC1)[C@@H]1CCC3=CC(C[C@@H]([C@]3(CO)[C@H]1CC2)C)=O (17β,19-dihydroxy-1α-methyl-4-androsten-3-one), O[C@@H]1[C@]2(C)[C@@H](CC1)[C@@H]1[C@@H](CC3=CC(C[C@@H]([C@]3(CO)[C@H]1CC2)C)=O)C (17β,19-dihydroxy-1α,7α-dimethyl-4-androsten-3-one), 17β,19-dihydroxy-1α,17α-dimethyl-4-androsten- 3-one, 17β,19-dihydroxy-1α,6α,17α-trimethyl-4-androsten-3-one. Reaction SMILES: [OH:1][CH2:2][C@@:3]12[C@@H:20]3[C@H:11]([C@H:12]4[C@@:16]([CH2:18][CH2:19]3)([CH3:17])[C:15](=[O:21])[CH2:14][CH2:13]4)[CH2:10][CH2:9][C:8]1=[CH:7][C:6](=[O:22])[CH2:5][C@@H:4]2[CH3:23].[OH:24][C@H:25]1[CH2:30][CH2:29][C@H:28]2[C@H:31]3[C@H:42]([CH2:43][CH2:44][C@:26]12[CH3:27])[C@:39]1([CH2:40][OH:41])[C:34](=[CH:35][C:36](=[O:46])[CH2:37][C@@H:38]1[CH3:45])[CH2:33][C@H:32]3[CH3:47].O[C@H]1CC[C@H]2[C@H]3[C@H](CC[C@]12C)[C@]1(CO)C(=CC(=O)C[C@@H]1C)CC3>>[CH3:23][C@@H:4]1[C@@:3]2([CH:2]=[O:1])[C:8]([CH2:9][CH2:10][C@@H:11]3[C@@H:20]2[CH2:19][CH2:18][C@@:16]2([CH3:17])[C@H:12]3[CH2:13][CH2:14][C:15]2=[O:21])=[CH:7][C:6](=[O:22])[CH2:5]1.[CH3:45][C@@H:38]1[C@@:39]2([CH:40]=[O:41])[C:34]([CH2:33][C@@H:32]([CH3:47])[C@@H:31]3[C@@H:42]2[CH2:43][CH2:44][C@@:26]2([CH3:27])[C@H:28]3[CH2:29][CH2:30][C:25]2=[O:24])=[CH:35][C:36](=[O:46])[CH2:37]1. Product: C[C@H]1CC(C=C2CC[C@H]3[C@@H]4CCC([C@@]4(C)CC[C@@H]3[C@@]12C=O)=O)=O (1α- methyl-4-androstene-3,17,19-trione), C[C@H]1CC(C=C2C[C@H]([C@H]3[C@@H]4CCC([C@@]4(C)CC[C@@H]3[C@@]12C=O)=O)C)=O (1α,7α-dimethyl-4-androstene-3,17,19-trione), 17β-hydroxy-1α,6α,17α-trimethyl-4-androstene-3,19-dione.